From a dataset of the Open Reaction Database (ORD), a public repository of structured organic reaction records. describe an organic reaction: reactants, conditions, products, and yield The reactants are Example 1 ( b ), C([O-])([O-])=O.[K+].[K+] (potassium carbonate), C(Cl)(Cl)Cl.CO (chloroform methanol), COC=1C=C2CCN(C(C2=CC1OC)=O)CCCCl (1-(6,7-dimethoxy-3,4-dihydro-2H-isoquinolin-1-one-2-yl)-3-chloropropane), COC=1C=C(C=CC1OC)CCNCC1=CC=CC=C1 (N-(3,4-dimethoxy-phenylethyl)-N-benzyl-amine). Run in ClC1=CC=CC=C1 (chlorobenzene). Product: COC=1C=C2CCN(C(C2=CC1OC)=O)CCCN(CCC1=CC(=C(C=C1)OC)OC)CC1=CC=CC=C1 (1-[6,7-Dimethoxy-3,4-dihydro-2H-isoquinolin-1-one-2-yl]-3-[N-benzyl-N-(2-(3,4-dimethoxy-phenyl)-ethyl)-amino]-propane). RXN SMILES: [CH3:1][O:2][C:3]1[CH:4]=[C:5]2[C:10](=[CH:11][C:12]=1[O:13][CH3:14])[C:9](=[O:15])[N:8]([CH2:16][CH2:17][CH2:18]Cl)[CH2:7][CH2:6]2.[CH3:20][O:21][C:22]1[CH:23]=[C:24]([CH2:30][CH2:31][NH:32][CH2:33][C:34]2[CH:39]=[CH:38][CH:37]=[CH:36][CH:35]=2)[CH:25]=[CH:26][C:27]=1[O:28][CH3:29].C(=O)([O-])[O-].[K+].[K+].C(Cl)(Cl)Cl.CO>ClC1C=CC=CC=1>[CH3:1][O:2][C:3]1[CH:4]=[C:5]2[C:10](=[CH:11][C:12]=1[O:13][CH3:14])[C:9](=[O:15])[N:8]([CH2:16][CH2:17][CH2:18][N:32]([CH2:33][C:34]1[CH:39]=[CH:38][CH:37]=[CH:36][CH:35]=1)[CH2:31][CH2:30][C:24]1[CH:25]=[CH:26][C:27]([O:28][CH3:29])=[C:22]([O:21][CH3:20])[CH:23]=1)[CH2:7][CH2:6]2 |f:2.3.4,5.6|. Procedure: 1-[6,7-Dimethoxy-3,4-dihydro-2H-isoquinolin-1-one-2-yl]-3-[N-benzyl-N-(2-(3,4-dimethoxy-phenyl)-ethyl)-amino]-propane was prepared analogous to Example 1 (b) by reacting 1-(6,7-dimethoxy-3,4-dihydro-2H-isoquinolin-1-one-2-yl)-3-chloropropane with N-(3,4-dimethoxy-phenylethyl)-N-benzyl-amine in chlorobenzene in the presence of potassium carbonate. Yield: 2.2 gm (69.8% of theory); Rf -value (chloroform/methanol = 19:1): 0.8. Reactants: C(C1=CC=CC=C1)N1[C@@]2(C([C@H](C[C@H]1[C@@H](C2)C(=O)OC(C)(C)C)F)=O)C2=CC=CC=C2 ((1R*,3S*,5S*,6R*)-8-Benzyl-3-fluoro-1-phenyl-6-(tert-butoxycarbonyl)-8-azabicyclo[3.2.1]octan-2-one), titanium iso-propoxide, C(C1=CC=CC=C1)N (benzylamine), [BH4-].[Na+] (sodium borohydride), [OH-].[Na+] (sodium hydroxide). The solvent is CO (methanol). Run at temperature 50 celsius. Product: C(C1=CC=CC=C1)N[C@@H]1[C@@]2(C[C@H]([C@H](C[C@@H]1F)N2CC2=CC=CC=C2)C(=O)OC(C)(C)C)C2=CC=CC=C2 ((1R*,2R*,3S*,5S*,6R*)-2-Benzylamino-8-benzyl-3-fluoro-1-phenyl-6-(tert-butoxycarbonyl)-8-azabicyclo[3.2.1]octane). Yield: 31.7%. As a reaction SMILES: [CH2:1]([N:8]1[C@@H:13]2[C@H:14]([C:16]([O:18][C:19]([CH3:22])([CH3:21])[CH3:20])=[O:17])[CH2:15][C@@:9]1([C:25]1[CH:30]=[CH:29][CH:28]=[CH:27][CH:26]=1)[C:10](=O)[C@@H:11]([F:23])[CH2:12]2)[C:2]1[CH:7]=[CH:6][CH:5]=[CH:4][CH:3]=1.[CH2:31]([NH2:38])[C:32]1[CH:37]=[CH:36][CH:35]=[CH:34][CH:33]=1.[BH4-].[Na+].[OH-].[Na+]>CO>[CH2:31]([NH:38][C@H:10]1[C@@H:11]([F:23])[CH2:12][C@@H:13]2[N:8]([CH2:1][C:2]3[CH:3]=[CH:4][CH:5]=[CH:6][CH:7]=3)[C@@:9]1([C:25]1[CH:30]=[CH:29][CH:28]=[CH:27][CH:26]=1)[CH2:15][C@H:14]2[C:16]([O:18][C:19]([CH3:20])([CH3:21])[CH3:22])=[O:17])[C:32]1[CH:37]=[CH:36][CH:35]=[CH:34][CH:33]=1 |f:2.3,4.5|. Procedure: (1R*,3S*,5S*,6R*)-8-Benzyl-3-fluoro-1-phenyl-6-(tert-butoxycarbonyl)-8-azabicyclo[3.2.1]octan-2-one (Description 36a; 1.68 g, 4.1 mmol), titanium iso-propoxide (1.8 mL, 6.2 mmol) and benzylamine (520 μL, 4.7 mmol) were heated together at 85° C. for two hours, then cooled and diluted with methanol (30 mL). The solution was then heated to 50° C. and sodium borohydride (1.06 g, 28 mmol) was added portionwise over 4 hours. After addition was complete, the solution was heated for a further 16 hours, ... Reactants: O.NN (Hydrazine hydrate), C(C)OC1CCN(CC1)C(=O)C=1C=C(C=CC1F)CC(=O)C=1C(=C(NC1C)C)C(=O)OC (methyl 4-(2-(3-(4-ethoxypiperidine-1-carbonyl)-4-fluorophenyl)acetyl)-2,5-dimethyl-1H-pyrrole-3-carboxylate). The solvent is C(C)(=O)O (acetic acid). Reaction conditions: time 2 day. Product: C(C)OC1CCN(CC1)C(=O)C=1C=C(CC=2C=3C(C(NN2)=O)=C(NC3C)C)C=CC1F (4-(3-(4-ethoxypiperidine-1-carbonyl)-4-fluorobenzyl)-5,7-dimethyl-2,6-dihydro-1H-pyrrolo[3,4-d]pyridazin-1-one). Yield: 58.4%. RXN SMILES: O.[NH2:2][NH2:3].[CH2:4]([O:6][CH:7]1[CH2:12][CH2:11][N:10]([C:13]([C:15]2[CH:16]=[C:17]([CH2:22][C:23]([C:25]3[C:26]([C:32]([O:34]C)=O)=[C:27]([CH3:31])[NH:28][C:29]=3[CH3:30])=O)[CH:18]=[CH:19][C:20]=2[F:21])=[O:14])[CH2:9][CH2:8]1)[CH3:5]>C(O)(=O)C>[CH2:4]([O:6][CH:7]1[CH2:12][CH2:11][N:10]([C:13]([C:15]2[CH:16]=[C:17]([CH:18]=[CH:19][C:20]=2[F:21])[CH2:22][C:23]2[C:25]3[C:26](=[C:27]([CH3:31])[NH:28][C:29]=3[CH3:30])[C:32](=[O:34])[NH:2][N:3]=2)=[O:14])[CH2:9][CH2:8]1)[CH3:5] |f:0.1|. Reported procedure: Hydrazine hydrate (0.037 mL, 0.49 mmol) was added to methyl 4-(2-(3-(4-ethoxypiperidine-1-carbonyl)-4-fluorophenyl)acetyl)-2,5-dimethyl-1H-pyrrole-3-carboxylate (53) (0.200 g, 0.45 mmol) in acetic acid (8 mL). The resulting solution was stirred at room temperature for 2 days. The resulting mixture was evaporated to dryness and the residue was azeotroped with toluene to afford a crude gum, which was triturated with a mixture of NMP, DMSO and water to give a solid which was collected by filtration... Starting materials: BrC=1C=C2C=CC(=C(C2=CC1)CN1C2=C(OC[C@@H](C1=O)NC([C@H](C)N(C(OC(C)(C)C)=O)C)=O)C=CC=C2)OC (tert-butyl (S)-1-((S)-5-((6-bromo-2-methoxynaphthalen-1-yl)methyl)-4-oxo-2,3,4,5-tetrahydrobenzo[b][1,4]oxazepin-3-ylamino)-1-oxopropan-2-yl(methyl)carbamate), C1(=CC=CC=C1)P(C1=CC=CC=2C(C3=CC=CC(=C3OC12)P(C1=CC=CC=C1)C1=CC=CC=C1)(C)C)C1=CC=CC=C1 (4,5-bis(diphenylphosphino)-9,9-dimethylxanthene), CO (MeOH). The reagents and catalysts are CC(=O)[O-].CC(=O)[O-].[Pd+2] (Pd(OAc)2). Conditions: temperature 70 celsius. Yields the product C(C)(C)(C)OC(=O)N([C@H](C(=O)N[C@@H]1C(N(C2=C(OC1)C=CC=C2)CC2=C1C=CC(=CC1=CC=C2OC)C(=O)OC)=O)C)C (methyl 5-(((S)-3-((S)-2-(tert-butoxycarbonyl (methyl)amino)propanamido)-4-oxo-3,4-dihydrobenzo[b][1,4]oxazepin-5(2H)-yl)methyl)-6-methoxy-2-naphthoate). Yield: 714.3%. RXN SMILES: Br[C:2]1[CH:3]=[C:4]2[C:9](=[CH:10][CH:11]=1)[C:8]([CH2:12][N:13]1[C:19](=[O:20])[C@@H:18]([NH:21][C:22](=[O:34])[C@@H:23]([N:25]([CH3:33])[C:26](=[O:32])[O:27][C:28]([CH3:31])([CH3:30])[CH3:29])[CH3:24])[CH2:17][O:16][C:15]3[CH:35]=[CH:36][CH:37]=[CH:38][C:14]1=3)=[C:7]([O:39][CH3:40])[CH:6]=[CH:5]2.C1(P(C2C=CC=CC=2)C2[C:61]3[O:60][C:59]4C(=CC=CC=4P(C4C=CC=CC=4)C4C=CC=CC=4)C(C)(C)C=3C=CC=2)C=CC=CC=1.C[OH:84]>CC([O-])=O.CC([O-])=O.[Pd+2]>[C:28]([O:27][C:26]([N:25]([CH3:33])[C@@H:23]([CH3:24])[C:22]([NH:21][C@H:18]1[CH2:17][O:16][C:15]2[CH:35]=[CH:36][CH:37]=[CH:38][C:14]=2[N:13]([CH2:12][C:8]2[C:7]([O:39][CH3:40])=[CH:6][CH:5]=[C:4]3[C:9]=2[CH:10]=[CH:11][C:2]([C:59]([O:60][CH3:61])=[O:84])=[CH:3]3)[C:19]1=[O:20])=[O:34])=[O:32])([CH3:30])([CH3:31])[CH3:29] |f:3.4.5|. Procedure details: A mixture of tert-butyl (S)-1-((S)-5-((6-bromo-2-methoxynaphthalen-1-yl)methyl)-4-oxo-2,3,4,5-tetrahydrobenzo[b][1,4]oxazepin-3-ylamino)-1-oxopropan-2-yl(methyl)carbamate (1.8 g, 2.94 mmol, Eq: 1.00), Pd(OAc)2 (33.0 mg, 147 μmol, Eq: 0.05) and 4,5-bis(diphenylphosphino)-9,9-dimethylxanthene (Xantphos) (170 mg, 294 μmol, Eq: 0.10) in a microwave tube was evacuated and purged with N2. MeOH (1.43 g, 1.8 mL, 44.5 mmol, Eq: 15.1) and TEA were added, the vessel was purged with CO and heated at 70° C. ... The reactants are C(#N)/C(/C(=O)OCC)=C(/C)\OCC ((E)-ethyl 2-cyano-3-ethoxybut-2-enoate), O.NN (hydrazine hydrate). Run in C(C)(=O)O (acetic acid). Reaction conditions: temperature 110 celsius, time 2 hour. The product is NC1=C(C(=NN1)C)C(=O)OCC (ethyl 5-amino-3-methyl-1H-pyrazole-4-carboxylate). Yield: 52.0%. RXN SMILES: [C:1](/[C:3](=[C:9](\OCC)/[CH3:10])/[C:4]([O:6][CH2:7][CH3:8])=O)#[N:2].[OH2:14].[NH2:15][NH2:16]>C(O)(=O)C>[NH2:2][C:1]1[NH:16][N:15]=[C:9]([CH3:10])[C:3]=1[C:4]([O:6][CH2:7][CH3:8])=[O:14] |f:1.2|. Procedure details: A mixture of (E)-ethyl 2-cyano-3-ethoxybut-2-enoate (4.4 g, 24.02 mmol, 1.00 equiv) and hydrazine hydrate (3 mL) in acetic acid (40 mL) was stirred at 110° C. for 2 h. The resulting mixture was cooled to room temperature and concentrated under vacuum. Water (20 mL) was added to the residue and the resulting solution extracted with 2×20 mL of dichloromethane. The combined organic layers was washed with 2×40 mL of brine, dried over anhydrous sodium sulfate and concentrated under vacuum. The residu... Procedure details: The title compound was prepared according to the procedure as set forth in example 151, except that 2,4-difluoro-1-isocyanatobenzene was used in place of 1-fluoro-3-isocyanatobenzene and methyl 2-(3-(4-aminophenyl)isoxazole-5-carboxamido)-3-phenylpropanoate was used in place of methyl 2-(3-(4-aminophenyl)isoxazole-5-carboxamido)-3-methylbutanoate to yield 62% of title compound. MS (ESI): m/z 521.2 (M+H)+; 1HNMR (DMSO-d6, 300 MHz) δ: 9.43(d, 1H), 9.28 (s, 1H), 8.58(s, 1H), 8.10 (m, 1H), 7.84 (d, ... The yield is 62.0%. Reaction SMILES: [F:1][C:2]1[CH:7]=[C:6]([F:8])[CH:5]=[CH:4][C:3]=1[N:9]=[C:10]=[O:11].[NH2:12][C:13]1[CH:18]=[CH:17][C:16]([C:19]2[CH:23]=[C:22]([C:24]([NH:26][CH:27]([CH2:32][C:33]3[CH:38]=[CH:37][CH:36]=[CH:35][CH:34]=3)[C:28]([O:30][CH3:31])=[O:29])=[O:25])[O:21][N:20]=2)=[CH:15][CH:14]=1>>[F:1][C:2]1[CH:7]=[C:6]([F:8])[CH:5]=[CH:4][C:3]=1[NH:9][C:10](=[O:11])[NH:12][C:13]1[CH:18]=[CH:17][C:16]([C:19]2[CH:23]=[C:22]([C:24]([NH:26][CH:27]([CH2:32][C:33]3[CH:34]=[CH:35][CH:36]=[CH:37][CH:38]=3)[C:28]([O:30][CH3:31])=[O:29])=[O:25])[O:21][N:20]=2)=[CH:15][CH:14]=1. Reactants: FC1=C(C=CC(=C1)F)N=C=O (2,4-difluoro-1-isocyanatobenzene), NC1=CC=C(C=C1)C1=NOC(=C1)C(=O)NC(C(=O)OC)CC1=CC=CC=C1 (methyl 2-(3-(4-aminophenyl)isoxazole-5-carboxamido)-3-phenylpropanoate). Product: FC1=C(C=CC(=C1)F)NC(NC1=CC=C(C=C1)C1=NOC(=C1)C(=O)NC(C(=O)OC)CC1=CC=CC=C1)=O (Methyl 2-(3-(4-(3-(2,4-difluorophenyl)ureido)phenyl)isoxazole-5-carboxamido)-3-phenylpropanoate). Starting materials: C(C)(C)(C)O[C@H](C(=O)O)C=1C(=C2C=CC(=NC2=CC1C)CN(C1=CC=CC=C1)C)C1=CC=C(C=C1)Cl ((S)-2-tert-butoxy-2-(5-(4-chlorophenyl)-7-methyl-2-((methyl(phenyl)amino) methyl)quinolin-6-yl)acetic acid), C(C)(C)(C)O[C@H](C(=O)OCC)C=1C(=C2C=CC(=NC2=CC1C)CN(C)C)C1=CCCCC1 ((S)-ethyl 2-tert-butoxy-2-(5-cyclohexenyl-2-((dimethylamino) methyl)-7-methylquinolin-6-yl)acetate). Product: C(C)(C)(C)O[C@H](C(=O)O)C=1C(=C2C=CC(=NC2=CC1C)CN(C)C)C1=CCCCC1 ((S)-2-tert-Butoxy-2-(5-cyclohexenyl-2-((dimethylamino)methyl)-7-methylquinolin-6-yl)acetic acid). Reaction SMILES: [C:1]([O:5][C@@H:6]([C:10]1[C:11]([C:30]2[CH:35]=[CH:34][C:33](Cl)=[CH:32][CH:31]=2)=[C:12]2[C:17](=[CH:18][C:19]=1[CH3:20])[N:16]=[C:15]([CH2:21][N:22]([CH3:29])[C:23]1C=CC=CC=1)[CH:14]=[CH:13]2)[C:7]([OH:9])=[O:8])([CH3:4])([CH3:3])[CH3:2].C(O[C@@H](C1C(C2CCCCC=2)=C2C(=CC=1C)N=C(CN(C)C)C=C2)C(OCC)=O)(C)(C)C>>[C:1]([O:5][C@@H:6]([C:10]1[C:11]([C:30]2[CH2:35][CH2:34][CH2:33][CH2:32][CH:31]=2)=[C:12]2[C:17](=[CH:18][C:19]=1[CH3:20])[N:16]=[C:15]([CH2:21][N:22]([CH3:29])[CH3:23])[CH:14]=[CH:13]2)[C:7]([OH:9])=[O:8])([CH3:4])([CH3:2])[CH3:3]. Procedure details: (S)-2-tert-Butoxy-2-(5-cyclohexenyl-2-((dimethylamino)methyl)-7-methylquinolin-6-yl)acetic acid was prepared following the procedure used to prepare compound (S)-2-tert-butoxy-2-(5-(4-chlorophenyl)-7-methyl-2-((methyl(phenyl)amino) methyl)quinolin-6-yl)acetic acid of Example 14, except that (S)-ethyl 2-tert-butoxy-2-(5-cyclohexenyl-2-((dimethylamino) methyl)-7-methylquinolin-6-yl)acetate was used instead of (S)-ethyl 2-tert-butoxy-2-(5-(4-chlorophenyl)-7-methyl-2-((methyl(phenyl)amino)methyl)qui... Reactants: [BH4-].[Na+] (sodium borohydride), C(CC1=CC=CC=C1)[C@@H]1N[C@@H](CC1)C(C1=CC2=C(C=C1)OCO2)=O (cis 2-[phenethyl]-5-[(3,4-methylenedioxy)benzoyl]pyrrolidine), [Cl-].[NH4+] (ammonium chloride). Solvent: C(C)O (ethanol). Run at time 1 hour. Yields the product C(CC1=CC=CC=C1)C1NC(CC1)C(C1=CC2=C(C=C1)OCO2)O (2-[phenethyl]-5-[(3,4-methylenedioxy)-α-hydroxybenzyl]pyrrolidine). Reaction SMILES: [BH4-].[Na+].[CH2:3]([C@H:11]1[CH2:15][CH2:14][C@@H:13]([C:16](=[O:26])[C:17]2[CH:22]=[CH:21][C:20]3[O:23][CH2:24][O:25][C:19]=3[CH:18]=2)[NH:12]1)[CH2:4][C:5]1[CH:10]=[CH:9][CH:8]=[CH:7][CH:6]=1.[Cl-].[NH4+]>C(O)C>[CH2:3]([CH:11]1[CH2:15][CH2:14][CH:13]([CH:16]([OH:26])[C:17]2[CH:22]=[CH:21][C:20]3[O:23][CH2:24][O:25][C:19]=3[CH:18]=2)[NH:12]1)[CH2:4][C:5]1[CH:10]=[CH:9][CH:8]=[CH:7][CH:6]=1 |f:0.1,3.4|. Reported procedure: 1.35 g (0.035 mole) of sodium borohydride was added to a stirred solution of 2.70 g (0.0057 mole) of ±cis 2-[phenethyl]-5-[(3,4-methylenedioxy)benzoyl]pyrrolidine in 270 ml ethanol, at 0° temperature. After 1 hour at 0°, the mixture was poured into 100 ml of 10% ammonium chloride solution. The mixture was evaporated in vacuo to remove the ethanol, the residue was cooled to 0°, and 50 ml of a saturated sodium carbonate solution was added. The product was extracted into ethyl acetate, the extract ... Starting materials: ClC1=CC=C(C=O)C=C1 (p-chlorobenzaldehyde), C(CC(=O)C)(=O)OCCN1CCN(CC1)C(C1=CC=CC=C1)C1=CC=CC=C1 (2-(4-benzhydryl-1-piperazinyl)ethyl acetoacetate), N\C(=C/C(=O)OCC)\C (ethyl 3-aminocrotonate). Run in C(C)(C)O (isopropyl alcohol). Product: ClC1=CC=C(C=C1)C1C(=C(NC(=C1C(=O)OCC)C)C)C(=O)OCCN1CCN(CC1)C(C1=CC=CC=C1)C1=CC=CC=C1 (2-(4-benzhydryl-1-piperazinyl)ethyl ethyl 4-(4-chlorophenyl)-2,6-dimethyl-1,4-dihydropyridine-3,5-dicarboxylate). Yield: 32.8%. As a reaction SMILES: [Cl:1][C:2]1[CH:9]=[CH:8][C:5]([CH:6]=O)=[CH:4][CH:3]=1.[C:10]([O:16][CH2:17][CH2:18][N:19]1[CH2:24][CH2:23][N:22]([CH:25]([C:32]2[CH:37]=[CH:36][CH:35]=[CH:34][CH:33]=2)[C:26]2[CH:31]=[CH:30][CH:29]=[CH:28][CH:27]=2)[CH2:21][CH2:20]1)(=[O:15])[CH2:11][C:12]([CH3:14])=O.[NH2:38]/[C:39](/[CH3:46])=[CH:40]\[C:41]([O:43][CH2:44][CH3:45])=[O:42]>C(O)(C)C>[Cl:1][C:2]1[CH:9]=[CH:8][C:5]([CH:6]2[C:40]([C:41]([O:43][CH2:44][CH3:45])=[O:42])=[C:39]([CH3:46])[NH:38][C:12]([CH3:14])=[C:11]2[C:10]([O:16][CH2:17][CH2:18][N:19]2[CH2:20][CH2:21][N:22]([CH:25]([C:32]3[CH:33]=[CH:34][CH:35]=[CH:36][CH:37]=3)[C:26]3[CH:27]=[CH:28][CH:29]=[CH:30][CH:31]=3)[CH2:23][CH2:24]2)=[O:15])=[CH:4][CH:3]=1. Procedure details: A mixture of p-chlorobenzaldehyde, 2-(4-benzhydryl-1-piperazinyl)ethyl acetoacetate and ethyl 3-aminocrotonate was worked up in isopropyl alcohol in the same manner as Example 1 to give 2-(4-benzhydryl-1-piperazinyl)ethyl ethyl 4-(4-chlorophenyl)-2,6-dimethyl-1,4-dihydropyridine-3,5-dicarboxylate as a yellow powder, m.p. 75°-79° C. (sintering). Yield 32.8%. IR(Nujol)cm-1 : 3300, 1695, 1670. NMR(CDCl3) δ: 1.17(3H,t,J=7.5,--CH2CH3), 2.28(6H,s, ##STR38## 4.95(1H,s,C(4) --H), 5.77(1H,broad s, NH).